From a dataset of the Open Reaction Database (ORD), a public repository of structured organic reaction records. describe an organic reaction: reactants, conditions, products, and yield Starting materials: FC1=CC=C(C=C1)CCC(=O)O (3-(4-fluorophenyl)propionic acid), C[Si](C)(C)C=[N+]=[N-] (trimethylsilyldiazomethane). Solvent: C1(=CC=CC=C1)C (toluene), CO (methanol). Conditions: time 1 hour. Yields the product FC1=CC=C(C=C1)CCC(=O)OC (methyl 3-(4-fluorophenyl)propanoate). Reaction SMILES: [F:1][C:2]1[CH:7]=[CH:6][C:5]([CH2:8][CH2:9][C:10]([OH:12])=[O:11])=[CH:4][CH:3]=1.[CH3:13][Si](C=[N+]=[N-])(C)C>C1(C)C=CC=CC=1.CO>[F:1][C:2]1[CH:3]=[CH:4][C:5]([CH2:8][CH2:9][C:10]([O:12][CH3:13])=[O:11])=[CH:6][CH:7]=1. Reported procedure: To a solution of 3-(4-fluorophenyl)propionic acid (4.75 g, 28.2 mmol) in toluene (130 mL) and methanol (20 mL) was added trimethylsilyldiazomethane (2M solution in hexane, 16.24 mL, 32.5 mmol). The mixture was allowed to stir for 1 hour and gas evolution was observed initially. After 1 hour, the mixture became homogeneous and was quenched via addition of 3.5 mL of acetic acid. The mixture was concentrated in vacuo, and purified via column chromatography on a Biotage 65i column eluting with 0% et... The reactants are BrBr (bromine), BrBr (bromine), ClC1=CC=C(C(=C1)Cl)C (4,6-dichlorotoluene), FeCl3, BrBr (bromine). Run in C(Cl)(Cl)(Cl)Cl (CCl4), C(Cl)Cl (CH2Cl2). Yields the product BrC1=C(C(=CC(=C1)Cl)Cl)C (2-bromo-4,6-dichlorotoluene). Yield: 213.1%. Reaction SMILES: [Cl:1][C:2]1[CH:7]=[C:6]([Cl:8])[C:5]([CH3:9])=[CH:4][CH:3]=1.[Br:10]Br>C(Cl)(Cl)(Cl)Cl.C(Cl)Cl>[Br:10][C:4]1[CH:3]=[C:2]([Cl:1])[CH:7]=[C:6]([Cl:8])[C:5]=1[CH3:9]. Procedure details: To a mixture of 32 g of 4,6-dichlorotoluene and 0.3 g of anhydrous FeCl3, add, with stirring, 10 g of bromine in 1 g portions while maintaining a temperature of 20°-25° C. Add thereto a solution of 22 g of bromine in 100 mL of CCl4 slowly while maintaining a temperature of 20°-25° C. After the addition of bromine is complete, stir the mixture so formed for 15 min, and dilute the reaction mixture with 200 mL of CH2Cl2, and wash the organic solution with 5% aqueous sodium thiosulfate. Dry the orga... Starting materials: OCC1(O)[C@H](O)[C@H](O)[C@H](O)CO1 (Psi), Cl (HCl), N1=C(C=CC2=CC=CC=C12)C(=O)O (2-quinolinecarboxylic acid). The reagents and catalysts are O=[Pt]=O (PtO2). Solvent: C(C)(=O)O (acetic acid). The product is Cl.N1C(CCC2CCCCC12)C(=O)O (Decahydro-quinoline-2-carboxylic Acid Hydrochloride). Reaction SMILES: [N:1]1[C:10]2[C:5](=[CH:6][CH:7]=[CH:8][CH:9]=2)[CH:4]=[CH:3][C:2]=1[C:11]([OH:13])=[O:12].OCC1(OC[C@@H](O)[C@@H](O)[C@H]1O)O.[ClH:26]>C(O)(=O)C.O=[Pt]=O>[ClH:26].[NH:1]1[CH:10]2[CH:5]([CH2:6][CH2:7][CH2:8][CH2:9]2)[CH2:4][CH2:3][CH:2]1[C:11]([OH:13])=[O:12] |f:5.6|. Procedure details: A mixture of PtO2 (25 wt. %) and 2-quinolinecarboxylic acid (Aldrich) in acetic acid was hydrogenated at RT under 60 Psi overnight. The reaction mixture was stripped to dryness. Concentrated HCl was added and stripped to dryness to give the title compound as a white solid. Reactants: C(C)(C)(C)C1=NNC(=N1)S (3-t-Butyl-1,2,4-triazole-5-thiol), [OH-].[K+] (potassium hydroxide), ClCCCl (1,2-Dichloroethane). Solvent: industrial methylated spirits. Yields the product ClCCSC1=NC(=NN1)C(C)(C)C (5-(2-Chloroethylthio)-3-t-butyl-1,2,4-triazole). As a reaction SMILES: [C:1]([C:5]1[N:9]=[C:8]([SH:10])[NH:7][N:6]=1)([CH3:4])([CH3:3])[CH3:2].[OH-].[K+].[Cl:13][CH2:14][CH2:15]Cl>>[Cl:13][CH2:14][CH2:15][S:10][C:8]1[NH:7][N:6]=[C:5]([C:1]([CH3:4])([CH3:3])[CH3:2])[N:9]=1 |f:1.2|. Reported procedure: 31.4 g. 3-t-Butyl-1,2,4-triazole-5-thiol was dissolved in 180 ml. industrial methylated spirits containing 12.4 g. potassium hydroxide. 99 g. 1,2-Dichloroethane was added and after four days the insoluble matter removed. 5-(2-Chloroethylthio)-3-t-butyl-1,2,4-triazole was obtained from the solution by evaporation. Starting materials: NN (hydrazine), CN(C)CC1=CC=C(O1)CSCCN (2-[(5-dimethylaminomethyl-2-furyl)methylthio]ethylamine), ice water, COC1=NS(N=C1OC)(=O)=O (3,4-dimethoxy-1,2,5-thiadiazole 1,1-dioxide). Run in CO (methanol), CO (methanol), CO (methanol). Run at time 15 minute. Yields the product CN(C)CC1=CC=C(O1)CSCCNC1=NS(N=C1NN)(=O)=O (3-{2-[(5-Dimethylaminomethyl-2-furyl)methylthio]ethylamino}-4-hydrazino-1,2,5-thiadiazole 1,1-dioxide). Yield: 81.2%. RXN SMILES: [CH3:1][N:2]([CH2:4][C:5]1[O:9][C:8]([CH2:10][S:11][CH2:12][CH2:13][NH2:14])=[CH:7][CH:6]=1)[CH3:3].CO[C:17]1[C:21](OC)=[N:20][S:19](=[O:25])(=[O:24])[N:18]=1.[NH2:26][NH2:27]>CO>[CH3:3][N:2]([CH2:4][C:5]1[O:9][C:8]([CH2:10][S:11][CH2:12][CH2:13][NH:14][C:17]2[C:21]([NH:26][NH2:27])=[N:20][S:19](=[O:25])(=[O:24])[N:18]=2)=[CH:7][CH:6]=1)[CH3:1]. Reported procedure: A solution of 2-[(5-dimethylaminomethyl-2-furyl)methylthio]ethylamine (2.41 g; 11.2 mmoles) in 30 ml of dry methanol was added dropwise over a period of 45 minutes to a well stirred cold (ice-water bath) suspension of 3,4-dimethoxy-1,2,5-thiadiazole 1,1-dioxide (2.0 g; 11.2 mmoles) in 250 ml of methanol. After stirring at 0° for 15 minutes, a solution of anhydrous hydrazine (1.8 g; 56.13 mmoles) in 30 ml of dry methanol was added all at once, and stirring was continued for 30 minutes. The reacti... Starting materials: C(CC=C)[Si](C(CC(C)C)=O)(C1=CC=CC=C1)C (1-[(3-Buten-1-y1)methylphenylsilyl]-3-methyl-1-butanone), [H-].[Al+3].[Li+].[H-].[H-].[H-] (lithium aluminum hydride). Solvent: C(C)OCC (ethyl ether), C(C)OCC (ethyl ether). Conditions: temperature 0 celsius, time 15 minute. Product: C(CC=C)[Si](C(CC(C)C)O)(C1=CC=CC=C1)C (1-[(3-Buten-1-yl)methylphenylsilyl]-3-methyl-1-butanol). RXN SMILES: [CH2:1]([Si:5]([CH3:18])([C:12]1[CH:17]=[CH:16][CH:15]=[CH:14][CH:13]=1)[C:6](=[O:11])[CH2:7][CH:8]([CH3:10])[CH3:9])[CH2:2][CH:3]=[CH2:4].[H-].[Al+3].[Li+].[H-].[H-].[H-]>C(OCC)C>[CH2:1]([Si:5]([CH3:18])([C:12]1[CH:13]=[CH:14][CH:15]=[CH:16][CH:17]=1)[CH:6]([OH:11])[CH2:7][CH:8]([CH3:10])[CH3:9])[CH2:2][CH:3]=[CH2:4] |f:1.2.3.4.5.6|. Procedure details: To a solution of 45 (4.60 g, 17.7 mmol) in ethyl ether (150 mL) at 0° C. was added dropwise over 5 min lithium aluminum hydride (1 M in ethyl ether, 88.3 mmol). After stirring for 15 min at 0° C. under argon, the reaction mixture was diluted with ethyl ether (200 mL) and quenched with saturated Na2SO4 solution until evolution of hydrogen had ceased. The mixture was dried with solid Na2SO4 and filtered. The residue was extracted with ether (50 mL) and the organic extracts combined. Concentration ...